The task is: describe an organic reaction: reactants, conditions, products, and yield. This data is from the Open Reaction Database (ORD), a public repository of structured organic reaction records. Starting materials: CCC(C)=O, CN(C)C1CC(c2ccccc2)CCC1=CC(=O)NCCc1c[nH]c2ccccc12, C[Si](C)(C)Cl. Product: CN(C)C1CC(c2ccccc2)CCC1=CC(=O)NCCc1c[nH]c2ccccc12, Cl. RXN SMILES: [CH3:36][C:37]([CH2:38][CH3:39])=[O:40].[CH3:6][N:7]([CH3:8])[CH:9]1[C:10](=[CH:21][C:22](=[O:23])[NH:24][CH2:25][CH2:26][c:27]2[cH:28][nH:29][c:30]3[cH:31][cH:32][cH:33][cH:34][c:35]23)[CH2:11][CH2:12][CH:13]([c:15]2[cH:16][cH:17][cH:18][cH:19][cH:20]2)[CH2:14]1.[Cl:1][Si:2]([CH3:3])([CH3:4])[CH3:5]>>[CH3:6][N:7]([CH3:8])[CH:9]1[C:10](=[CH:21][C:22](=[O:23])[NH:24][CH2:25][CH2:26][c:27]2[cH:28][nH:29][c:30]3[cH:31][cH:32][cH:33][cH:34][c:35]23)[CH2:11][CH2:12][CH:13]([c:15]2[cH:16][cH:17][cH:18][cH:19][cH:20]2)[CH2:14]1.[ClH:1].